From a dataset of the Open Reaction Database (ORD), a public repository of structured organic reaction records. describe an organic reaction: reactants, conditions, products, and yield Starting materials: N[C@@H](CC(=O)O)C(=O)O (Aspartic acid), FC(C(=O)O)(F)F (trifluoroacetic acid), ice, FC(C(=O)O)(F)F (trifluoroacetic acid). Yields the product FC(C(=O)N[C@H]1CC(=O)OC1=O)(F)F (N-trifluoroacetyl-aspartic anhydride). Isolated yield 75.0%. RXN SMILES: [NH2:1][C@H:2]([C:7]([OH:9])=[O:8])[CH2:3][C:4]([OH:6])=O.[F:10][C:11]([F:16])([F:15])[C:12](O)=[O:13]>>[F:10][C:11]([F:16])([F:15])[C:12]([NH:1][C@@H:2]1[C:7](=[O:8])[O:9][C:4](=[O:6])[CH2:3]1)=[O:13]. Procedure: Aspartic acid (100 g: 0.75 mol) is suspended in trifluoroacetic acid (300 ml) and cooled under mechanical agitation in an ice and salt bath; trifluoroacetic acid (300 ml: 2.16 mol) is added drop-wise, adjusting the addition so that the temperature does not rise above 10° C. On completing the addition, the suspension is left for half an hour under vigorous stirring at a temperature below 10° C., after which the temperature is allowed to rise slowly to room temperature. The solution is reacted for... The reactants are ice water, C(C)N(C1=CC=C(C=C1)C(=CC=O)C1=CC=CC=C1)CC (3-(p-diethylaminophenyl)-3-phenylacrolein), C1(=CC=CC=C1)C(C1=CC=CC=C1)P(OCC)(OCC)=O (diethyl diphenylmethylphosphonate), CC(C)([O-])C.[K+] (potassium t-butoxide). The solvent is CN(C)C=O (DMF). Conditions: temperature 31 celsius, time 4 hour. The product is C(C)N(C1=CC=C(C=C1)C(=CC=C(C1=CC=CC=C1)C1=CC=CC=C1)C1=CC=CC=C1)CC (1-(p-diethylaminophenyl)-1,4,4-triphenyl-1,3-butadiene). Yield: 68.0%. Reaction SMILES: [CH2:1]([N:3]([CH2:20][CH3:21])[C:4]1[CH:9]=[CH:8][C:7]([C:10]([C:14]2[CH:19]=[CH:18][CH:17]=[CH:16][CH:15]=2)=[CH:11][CH:12]=O)=[CH:6][CH:5]=1)[CH3:2].[C:22]1([CH:28](P(=O)(OCC)OCC)[C:29]2[CH:34]=[CH:33][CH:32]=[CH:31][CH:30]=2)[CH:27]=[CH:26][CH:25]=[CH:24][CH:23]=1.CC(C)([O-])C.[K+]>CN(C=O)C>[CH2:1]([N:3]([CH2:20][CH3:21])[C:4]1[CH:9]=[CH:8][C:7]([C:10]([C:14]2[CH:19]=[CH:18][CH:17]=[CH:16][CH:15]=2)=[CH:11][CH:12]=[C:28]([C:22]2[CH:27]=[CH:26][CH:25]=[CH:24][CH:23]=2)[C:29]2[CH:34]=[CH:33][CH:32]=[CH:31][CH:30]=2)=[CH:6][CH:5]=1)[CH3:2] |f:2.3|. Procedure details: 2.79 g of 3-(p-diethylaminophenyl)-3-phenylacrolein and 3.34 g of diethyl diphenylmethylphosphonate were dissolved in 100 ml of DMF, and 1.23 g of potassium t-butoxide was added thereto at room temperature. The temperature of the reaction mixture was increased to 31° C. by a heat generated and, thereafter, the reaction was conducted at room temperature for 4 hours. The reaction mixture was poured into 100 cc of ice water and stirred. Deposited crystals were collected by filtration, dissolved in ... Reactants: Cl.C1(CCCCC1)C1=CC=C(C=C1)C=1SC(=C(N1)C=1C=C(SC1SC)C(=N)N)N (4-{2-(4-Cyclohexylphenyl)amino(1,3-thiazol-4-yl)}-5-methylthiothiophene-2-carboxamidine hydrochloride), Br.C1(CCCCC1)C1=CC=C(C=C1)NC=1SC=C(N1)C=1C=C(SC1C)C(=S)OC (Methyl 4-{2-[(4-cyclohexylphenyl)amino](1,3-thiazol-4-yl)}-5-methylthiothiophene-2-carboxylate hydrobromide). The product is Cl.C1(CCCCC1)C1=CC=C(C=C1)NC=1SC=C(N1)C=1C=C(SC1SC)C(=N)N (4-{2-[(4-cyclohexylphenyl)amino](1,3-thiazol-4-yl)}-5-methylthiothiophene-2-carboxamidine hydrochloride). Isolated yield 47.0%. Reaction SMILES: [ClH:1].C1(C2C=CC([C:14]3[S:15][C:16](N)=[C:17]([C:19]4[CH:20]=[C:21]([C:26]([NH2:28])=[NH:27])[S:22][C:23]=4[S:24][CH3:25])[N:18]=3)=CC=2)CCCCC1.Br.[CH:31]1([C:37]2[CH:42]=[CH:41][C:40]([NH:43]C3SC=C(C4C=C(C(OC)=S)SC=4C)N=3)=[CH:39][CH:38]=2)[CH2:36][CH2:35][CH2:34][CH2:33][CH2:32]1>>[ClH:1].[CH:31]1([C:37]2[CH:38]=[CH:39][C:40]([NH:43][C:14]3[S:15][CH:16]=[C:17]([C:19]4[CH:20]=[C:21]([C:26]([NH2:28])=[NH:27])[S:22][C:23]=4[S:24][CH3:25])[N:18]=3)=[CH:41][CH:42]=2)[CH2:32][CH2:33][CH2:34][CH2:35][CH2:36]1 |f:0.1,2.3,4.5|. Procedure: 4-{2-(4-Cyclohexylphenyl)amino(1,3-thiazol-4-yl)}-5-methylthiothiophene-2-carboxamidine hydrochloride: Methyl 4-{2-[(4-cyclohexylphenyl)amino](1,3-thiazol-4-yl)}-5-methylthiothiophene-2-carboxylate hydrobromide (31.1 mg, 0.059 mmol) was treated as described in Example 154, step (b) to give 12.8 mg (47% yield) of 4-{2-[(4-cyclohexylphenyl)amino](1,3-thiazol-4-yl)}-5-methylthiothiophene-2-carboxamidine hydrochloride. 1H NMR (DMSO-d6, 300 MHz) δ 1.33-1.40 (m, 5H), 1.68-1.79 (m, 5H), 2.44 (m, 1H), 2... Reactants: [H-].[Na+] (sodium hydride), ClC1=C(C(=CC=C1)Cl)CC#N (2,6-dichlorophenylacetonitrile), NC1=NC(=NC=C1C=O)NC1=CC=CC=C1 (4-Amino-2-phenylamino-pyrimidine-5-carboxaldehyde), O (water). The solvent is C(C)OCCO (2-ethoxyethanol). Product: ClC1=C(C(=CC=C1)Cl)C1=CC2=C(N=C(N=C2)NC2=CC=CC=C2)N=C1N (6-(2,6-Dichlorophenyl)-N2 -phenyl-pyrido[2,3-d]-pyrimidine-2,7-diamine). The yield is 68.4%. As a reaction SMILES: [H-].[Na+].[Cl:3][C:4]1[CH:9]=[CH:8][CH:7]=[C:6]([Cl:10])[C:5]=1[CH2:11][C:12]#[N:13].[NH2:14][C:15]1[C:20]([CH:21]=O)=[CH:19][N:18]=[C:17]([NH:23][C:24]2[CH:29]=[CH:28][CH:27]=[CH:26][CH:25]=2)[N:16]=1.O>C(OCCO)C>[Cl:3][C:4]1[CH:9]=[CH:8][CH:7]=[C:6]([Cl:10])[C:5]=1[C:11]1[C:12]([NH2:13])=[N:14][C:15]2[N:16]=[C:17]([NH:23][C:24]3[CH:29]=[CH:28][CH:27]=[CH:26][CH:25]=3)[N:18]=[CH:19][C:20]=2[CH:21]=1 |f:0.1|. Reported procedure: To a solution of 0.022 g 60% sodium hydride suspension in 2.00 mL of 2-ethoxyethanol was added 0.46 g of 2,6-dichlorophenylacetonitrile and 0.50 g of 4-amino-2-phenylamino-pyrimidine-5-carboxaldehyde from Example 72. The reaction was refluxed for 4 hours, cooled, poured into water, and extracted several times with dichloromethane. The dichloromethane washes were combined, washed with saturated sodium chloride, dried with magnesium sulfate, and concentrated in vacuo. The residue was washed with d...